From a dataset of the Open Reaction Database (ORD), a public repository of structured organic reaction records. describe an organic reaction: reactants, conditions, products, and yield Starting materials: Cc1nc2c(OCc3ccccc3)cc(Br)cc2[nH]1, Cc1ccc(S(=O)(=O)Cl)cc1, CN(C)C=O, [H-], [Na+]. Product: Cc1ccc(S(=O)(=O)n2c(C)nc3c(OCc4ccccc4)cc(Br)cc32)cc1. Reaction SMILES: [CH2:1]([c:2]1[cH:3][cH:4][cH:5][cH:6][cH:7]1)[O:8][c:9]1[cH:10][c:11]([Br:19])[cH:12][c:13]2[nH:14][c:15]([CH3:18])[n:16][c:17]12.[CH3:22][c:23]1[cH:24][cH:25][c:26]([S:29](=[O:30])(=[O:31])[Cl:32])[cH:27][cH:28]1.[CH3:33][N:34]([CH3:35])[CH:36]=[O:37].[H-:20].[Na+:21]>>[CH2:1]([c:2]1[cH:3][cH:4][cH:5][cH:6][cH:7]1)[O:8][c:9]1[cH:10][c:11]([Br:19])[cH:12][c:13]2[n:14]([S:29]([c:26]3[cH:25][cH:24][c:23]([CH3:22])[cH:28][cH:27]3)(=[O:30])=[O:31])[c:15]([CH3:18])[n:16][c:17]12. The reactants are Cl (hydrogen chloride), CC1(CC(=O)OC1CC(=O)C1=CC=C(C=C1)Cl)C (3,3-dimethyl-4-(4'-chloro-phenacyl)-γ-butyrolactone), C(C)O (ethanol), Cl (hydrogen chloride). Reported procedure: 80.1 g of 3,3-dimethyl-4-(4'-chloro-phenacyl)-γ-butyrolactone were dissolved in 500 ml of ethanol, and dry hydrogen chloride was passed in until the temperature had reached 50° C. A slow stream of hydrogen chloride was then passed through the solution at 50° C., initially with cooling, for 3 hours, and the introduction was then continued until the mixture had reached room temperature again. Distilling off the ethanol in vacuo gave 100 g of 6-(4'-chloro-phenyl)-6-oxo-4-chloro-3,3-dimethyl-hexanoi... Product: C(C)OC(CC(C(CC(=O)C1=CC=C(C=C1)Cl)Cl)(C)C)=O (6-(4'-chloro-phenyl)-6-oxo-4-chloro-3,3-dimethyl-hexanoic acid ethyl ester). As a reaction SMILES: [CH3:1][C:2]1([CH3:18])[CH:7]([CH2:8][C:9]([C:11]2[CH:16]=[CH:15][C:14]([Cl:17])=[CH:13][CH:12]=2)=[O:10])[O:6][C:4](=[O:5])[CH2:3]1.[ClH:19].[CH2:20](O)[CH3:21]>>[CH2:20]([O:6][C:4](=[O:5])[CH2:3][C:2]([CH3:18])([CH3:1])[CH:7]([Cl:19])[CH2:8][C:9]([C:11]1[CH:16]=[CH:15][C:14]([Cl:17])=[CH:13][CH:12]=1)=[O:10])[CH3:21].